The task is: describe an organic reaction: reactants, conditions, products, and yield. This data is from the Open Reaction Database (ORD), a public repository of structured organic reaction records. Reactants: CC(C)([O-])C.[K+] (potassium tert-butoxide), [Cl-].[NH4+] (ammonium chloride), [N+](=O)([O-])C1=CC=[N+](C=C1)[O-] (4-Nitropyridine N-oxide), CON (O-methylhydroxylamine). The reagents and catalysts are [Cl-].[Zn+2].[Cl-] (zinc (II) chloride). Solvent: CN(C)C=O (DMF), CN(C)C=O (DMF). Conditions: temperature 25 celsius, time 1 hour. Yields the product NC=1C=[N+](C=CC1[N+](=O)[O-])[O-] (3-amino-4-nitropyridine N-oxide). The yield is 37.4%. Reaction SMILES: [N+:1]([C:4]1[CH:9]=[CH:8][N+:7]([O-:10])=[CH:6][CH:5]=1)([O-:3])=[O:2].CO[NH2:13].CC(C)([O-])C.[K+].[Cl-].[NH4+]>CN(C=O)C.[Cl-].[Zn+2].[Cl-]>[NH2:13][C:5]1[CH:6]=[N+:7]([O-:10])[CH:8]=[CH:9][C:4]=1[N+:1]([O-:3])=[O:2] |f:2.3,4.5,7.8.9|. Procedure: 4-Nitropyridine N-oxide (140 mg, 1 mmol) and O-methylhydroxylamine (71 mg, 1.5 mmol) were dissolved in DMF (2 ml), and a resulting solution was added dropwise to a DMF solution (3 ml) containing potassium tert-butoxide (336 mg, 3 mmol) and zinc (II) chloride (136 mg, 1 mmol) at 25° C. After completion of the addition, the resulting mixture was stirred at 25° C. for one hour and an aqueous saturated ammonium chloride solution (50 ml) was added, followed by extraction with ethyl acetate (80 ml). A... The reactants are CC(C)(C)OC(=O)N1CC2CN(CC(O)COc3ccc(C#N)cc3)CC(C1)O2, CCOC(C)=O, Cl. Product: N#Cc1ccc(OCC(O)CN2CC3CNCC(C2)O3)cc1. As a reaction SMILES: [C:1](#[N:2])[c:3]1[cH:4][cH:5][c:6]([O:7][CH2:8][CH:9]([CH2:10][N:11]2[CH2:12][CH:13]3[CH2:14][N:15]([C:20]([O:21][C:22]([CH3:23])([CH3:24])[CH3:25])=[O:26])[CH2:16][CH:17]([CH2:18]2)[O:19]3)[OH:27])[cH:28][cH:29]1.[CH3:31][CH2:32][O:33][C:34](=[O:35])[CH3:36].[ClH:30]>>[C:1](#[N:2])[c:3]1[cH:4][cH:5][c:6]([O:7][CH2:8][CH:9]([CH2:10][N:11]2[CH2:12][CH:13]3[CH2:14][NH:15][CH2:16][CH:17]([CH2:18]2)[O:19]3)[OH:27])[cH:28][cH:29]1.